From a dataset of the Open Reaction Database (ORD), a public repository of structured organic reaction records. describe an organic reaction: reactants, conditions, products, and yield Starting materials: CC(=O)O, Cl, Cl[Cu], O=N[O-], Nc1ccc(NC(=O)C(F)(F)c2ccccc2)c(F)c1CCO, [Na+], O. Yields the product O=C(Nc1ccc(Cl)c(CCO)c1F)C(F)(F)c1ccccc1. RXN SMILES: [CH3:28][C:29](=[O:30])[OH:31].[ClH:32].[Cu:34][Cl:35].[N:24]([O-:25])=[O:26].[NH2:1][c:2]1[c:3]([CH2:21][CH2:22][OH:23])[c:4]([F:20])[c:5]([NH:8][C:9]([C:10]([c:11]2[cH:12][cH:13][cH:14][cH:15][cH:16]2)([F:17])[F:18])=[O:19])[cH:6][cH:7]1.[Na+:27].[OH2:33]>>[c:2]1([Cl:32])[c:3]([CH2:21][CH2:22][OH:23])[c:4]([F:20])[c:5]([NH:8][C:9]([C:10]([c:11]2[cH:12][cH:13][cH:14][cH:15][cH:16]2)([F:17])[F:18])=[O:19])[cH:6][cH:7]1. The reactants are C1(=CC=CC=C1)N1CCN(CC1)C(=O)Cl (4-Phenylpiperazine-1-carbonyl chloride), C(C)OC(CCCNC(=O)C1CCCCC1)OCC (cyclohexanecarboxylic acid (4,4-diethoxy-butyl)-amide). Product: C(C)OC(CCCNC(=O)N1CCN(CC1)C1=CC=CC=C1)OCC (4-Phenylpiperazine-1-carboxylic acid (4,4-diethoxybutyl)amide). RXN SMILES: [C:1]1([N:7]2[CH2:12][CH2:11][N:10]([C:13](Cl)=[O:14])[CH2:9][CH2:8]2)[CH:6]=[CH:5][CH:4]=[CH:3][CH:2]=1.[CH2:16]([O:18][CH:19]([O:32][CH2:33][CH3:34])[CH2:20][CH2:21][CH2:22][NH:23]C(C1CCCCC1)=O)[CH3:17]>>[CH2:33]([O:32][CH:19]([O:18][CH2:16][CH3:17])[CH2:20][CH2:21][CH2:22][NH:23][C:13]([N:10]1[CH2:11][CH2:12][N:7]([C:1]2[CH:6]=[CH:5][CH:4]=[CH:3][CH:2]=2)[CH2:8][CH2:9]1)=[O:14])[CH3:34]. Procedure details: 4-Phenylpiperazine-1-carboxylic acid (4,4-diethoxybutyl)amide (61B) is prepared from 61A as described for 20A. The product is obtained in almost quantitative yield.